This data is from the Open Reaction Database (ORD), a public repository of structured organic reaction records. The task is: describe an organic reaction: reactants, conditions, products, and yield Reactants: OC1=CC(OC(=C1)C)=O (4-Hydroxy-6-methyl-2-pyrone), COC1=CC=C(CN)C=C1 (4-methoxybenzylamine). The solvent is O (H2O). Yields the product COC1=CC=C(CN2C(C=C(C=C2C)O)=O)C=C1 (1-(4-methoxybenzyl)-4-hydroxy-6-methylpyridin-2(1H)-one). Isolated yield 89.5%. Reaction SMILES: [OH:1][C:2]1[CH:7]=[C:6]([CH3:8])O[C:4](=[O:9])[CH:3]=1.[CH3:10][O:11][C:12]1[CH:19]=[CH:18][C:15]([CH2:16][NH2:17])=[CH:14][CH:13]=1>O>[CH3:10][O:11][C:12]1[CH:19]=[CH:18][C:15]([CH2:16][N:17]2[C:6]([CH3:8])=[CH:7][C:2]([OH:1])=[CH:3][C:4]2=[O:9])=[CH:14][CH:13]=1. Reported procedure: 4-Hydroxy-6-methyl-2-pyrone (4.60 g, 36.45 mmol) and 4-methoxybenzylamine (5.00 g, 36.45 mmol) in H2O (100 mL) were heated to reflux. After 15 hours at reflux the reaction was allowed to cool to room temperature. The precipitate was collected by filtration washing with H2O to give a pale yellow solid (8.00 g, 89%). 1H NMR (400 MHz, DMSO-d6) δ 7.2 (d, J=8.7 Hz, 2H), 6.85 (d, J=8.7 Hz, 2H), 5.74 (d, J=2.0 Hz, 1H), 5.56 (d, J=2.5 Hz, 1H), 5.08 (s, 2H), 3.68 (s, 3H), 2.14 (s, 3H). The reactants are N(N)C=1C=C(C=CC1)CC(=O)OCC (ethyl (3-hydrazinophenyl)acetate), CC(C(CC#N)=O)(C)C (4,4-dimethyl-3-oxopentanenitrile), Cl (HCl). Run in CCO (EtOH). The product is NC1=CC(=NN1C=1C=C(C=CC1)CC(=O)OCC)C(C)(C)C (ethyl 2-(3-(5-amino-3-t-butyl-1H-pyrazol-1-yl)phenyl)acetate). Isolated yield 91.9%. As a reaction SMILES: [NH:1]([C:3]1[CH:4]=[C:5]([CH2:9][C:10]([O:12][CH2:13][CH3:14])=[O:11])[CH:6]=[CH:7][CH:8]=1)[NH2:2].[CH3:15][C:16]([CH3:23])([CH3:22])[C:17](=O)[CH2:18][C:19]#[N:20].Cl>CCO>[NH2:20][C:19]1[N:1]([C:3]2[CH:4]=[C:5]([CH2:9][C:10]([O:12][CH2:13][CH3:14])=[O:11])[CH:6]=[CH:7][CH:8]=2)[N:2]=[C:17]([C:16]([CH3:23])([CH3:22])[CH3:15])[CH:18]=1. Procedure: A solution of ethyl (3-hydrazinophenyl)acetate (15 g, 65 mmol) and 4,4-dimethyl-3-oxopentanenitrile (12.5 g, 0.1 mol) in EtOH (100 mL) containing conc. HCl (25 mL) was heated at reflux overnight. After removal of the solvent, the residue was washed with Et2O to afford ethyl 2-(3-(5-amino-3-t-butyl-1H-pyrazol-1-yl)phenyl)acetate (18 g). MS (ESI) m/z: 302 (M+H+). The reactants are C(#N)C1=NC=CC(=C1)CCC (2-cyano-4-n-propyl-pyridine), C(CCC)[Mg]I (butyl magnesium iodide), C1CCNC(C1)C(=O)O (Homoproline), C(CC)C1=CC=[N+](C=C1)[O-] (4-n-propyl-pyridine N-oxide), Pyridylhydantoins, OO (hydrogen peroxide), C(CC)C1=CC(=NC=C1)C(CCCC)=O (1-(4-propylpyridine-2-yl)pentan-1-one), C(CC)C1=CC=NC=C1 (4-n-propyl-pyridine), C(CC)C1=CC=[N+](C=C1)[O-] (4-n-propyl-pyridine N-oxide), C(#N)C1=NC=CC(=C1)CCC (2-cyano-4-n-propyl-pyridine). Run in C(C)(=O)O (acetic acid). The product is C(CC)C1=CC(=NC=C1)CCCC (4-n-propyl-2-butyl-pyridine). Reaction SMILES: C1CC(C(O)=O)NCC1.C(C1C=CN=CC=1)CC.C(C1C=C[N+]([O-])=CC=1)CC.OO.C(C1C=C(CCC)C=CN=1)#N.[CH2:42]([C:45]1[CH:50]=[CH:49][N:48]=[C:47]([C:51](=O)[CH2:52][CH2:53][CH2:54]C)[CH:46]=1)[CH2:43][CH3:44].C([Mg]I)CCC>C(O)(=O)C>[CH2:42]([C:45]1[CH:50]=[CH:49][N:48]=[C:47]([CH2:51][CH2:52][CH2:53][CH3:54])[CH:46]=1)[CH2:43][CH3:44]. Procedure: 4-n-propyl-pyridine was prepared by alkylation of 4-picoline with sodium amide suspended in liquid ammonia and ethyl iodide, as described in Vogel's Textbook of Practical Organic Chemistry, Fourth Edition, p 903. It was obtained in good yield (77%). 2-cyano-4-n-propyl-pyridine was obtained from 4-n-propyl-pyridine following the procedure described by Shuman et al. [An Improved Synthesis of Homoproline and Derivatives Robert T. Shuman, Paul L. Ornstein, Jonathan W. Paschal, and Paul D. Gesellchen... Reported procedure: Reaction of a dl-cis-hexahydrodibenzopyranone prepared according to this invention with an aluminum halide such as aluminum bromide or aluminum chloride in a halogenated hydrocarbon solvent such as dichloromethane effects total epimerization to afford exclusively the corresponding dl-trans-hexahydrodibenzopyranone. As an example, dl-cis-1-hydroxy-3-(1,1-dimethylheptyl)-6,6-dimethyl-6,6a,7,8,10,10a-hexahydro-9H-dibenzo[b,d]pyran-9-one, which is prepared in about 80 to about 85 percent yield in ac... Run in halogenated hydrocarbon, ClCCl (dichloromethane). The product is C1(CCC[C@@H]2C1=C1[C@H](CO2)C=CC=C1)=O (trans-hexahydrodibenzopyranone). The reactants are C1(CCC[C@@H]2C1=C1[C@@H](CO2)C=CC=C1)=O (cis-hexahydrodibenzopyranone), [Cl-].[Al+3].[Cl-].[Cl-] (aluminum chloride), aluminum halide, [Br-].[Al+3].[Br-].[Br-] (aluminum bromide). Reaction SMILES: [C:1]1(=[O:15])[C:6]2=[C:7]3[CH:14]=[CH:13][CH:12]=[CH:11][C@@H:8]3[CH2:9][O:10][C@@H:5]2[CH2:4][CH2:3][CH2:2]1.[Br-].[Al+3].[Br-].[Br-].[Cl-].[Al+3].[Cl-].[Cl-]>ClCCl>[C:1]1(=[O:15])[C:6]2=[C:7]3[CH:14]=[CH:13][CH:12]=[CH:11][C@H:8]3[CH2:9][O:10][C@@H:5]2[CH2:4][CH2:3][CH2:2]1 |f:1.2.3.4,5.6.7.8|. Reactants: C(C)OC([C@H](CC1=CC=C(C=C1)OCC(=O)O)OC)=O ((2S)-3-(4-carboxymethoxy-phenyl)-2-methoxy-propionic acid ethyl ester), C(C1=CC=CC=C1)NCCC1=CC=CC=C1 (benzyl-phenethyl-amine), C(C)O[C@H](C(=O)O)CC1=CC=C(C=C1)O[C@H](C)C(NCCC1=CC=C(C=C1)OC1=CC=CC=C1)=O ((2S,1R)-2-ethoxy-3-(4-{1-[2-(4-phenoxy-phenyl)-ethylcarbamoyl]-ethoxy}-phenyl)-propionic acid). Yields the product C(C1=CC=CC=C1)N(C(=O)COC1=CC=C(C=C1)C[C@@H](C(=O)O)OC)CCC1=CC=CC=C1 ((2S)-3-{4-[(benzyl-phenethyl-carbamoyl)-methoxy]-phenyl}-2-methoxy-propionic acid). As a reaction SMILES: C([O:3][C:4](=[O:20])[C@@H:5]([O:18][CH3:19])[CH2:6][C:7]1[CH:12]=[CH:11][C:10]([O:13][CH2:14][C:15]([OH:17])=O)=[CH:9][CH:8]=1)C.[CH2:21]([NH:28][CH2:29][CH2:30][C:31]1[CH:36]=[CH:35][CH:34]=[CH:33][CH:32]=1)[C:22]1[CH:27]=[CH:26][CH:25]=[CH:24][CH:23]=1.C(O[C@@H](CC1C=CC(O[C@@H](C(=O)NCCC2C=CC(OC3C=CC=CC=3)=CC=2)C)=CC=1)C(O)=O)C>>[CH2:21]([N:28]([CH2:29][CH2:30][C:31]1[CH:36]=[CH:35][CH:34]=[CH:33][CH:32]=1)[C:15]([CH2:14][O:13][C:10]1[CH:9]=[CH:8][C:7]([CH2:6][C@H:5]([O:18][CH3:19])[C:4]([OH:3])=[O:20])=[CH:12][CH:11]=1)=[O:17])[C:22]1[CH:27]=[CH:26][CH:25]=[CH:24][CH:23]=1. Procedure: The title compound was prepared from (2S)-3-(4-carboxymethoxy-phenyl)-2-methoxy-propionic acid ethyl ester (PREPARATION 3, step 2) and benzyl-phenethyl-amine via the same procedure used for the preparation of (2S,1R)-2-ethoxy-3-(4-{1-[2-(4-phenoxy-phenyl)-ethylcarbamoyl]-ethoxy}-phenyl)-propionic acid (Example 1, step 3) to produce a yellow oil. MS (ES) for C27H29NO5 [M+H]+: 448. RXN SMILES: [CH:13]1([NH2:16])[CH2:14][CH2:15]1.[F:1][c:2]1[cH:3][c:4]([CH2:5][Br:6])[cH:7][c:8]([N+:10](=[O:11])[O-:12])[cH:9]1>>[F:1][c:2]1[cH:3][c:4]([CH2:5][NH:16][CH:13]2[CH2:14][CH2:15]2)[cH:7][c:8]([N+:10](=[O:11])[O-:12])[cH:9]1. The product is O=[N+]([O-])c1cc(F)cc(CNC2CC2)c1. The reactants are NC1CC1, O=[N+]([O-])c1cc(F)cc(CBr)c1. Starting materials: CCOc1cc(C(=O)O)ccc1I, C1CCNCC1, ClCCl, CN(C)C=O, O=C(Cl)C(=O)Cl. The product is CCOc1cc(C(=O)N2CCCCC2)ccc1I. RXN SMILES: [CH2:1]([CH3:2])[O:3][c:4]1[cH:5][c:6]([C:7](=[O:8])[OH:9])[cH:10][cH:11][c:12]1[I:13].[CH2:25]1[CH2:26][CH2:27][NH:28][CH2:29][CH2:30]1.[CH2:31]([Cl:32])[Cl:33].[CH3:20][N:21]([CH3:22])[CH:23]=[O:24].[Cl:14][C:15]([C:16]([Cl:17])=[O:18])=[O:19]>>[CH2:1]([CH3:2])[O:3][c:4]1[cH:5][c:6]([C:7](=[O:9])[N:28]2[CH2:27][CH2:26][CH2:25][CH2:30][CH2:29]2)[cH:10][cH:11][c:12]1[I:13].